Dataset: the Open Reaction Database (ORD), a public repository of structured organic reaction records. Task: describe an organic reaction: reactants, conditions, products, and yield Starting materials: CCC1(C(F)(F)F)CNc2cc([N+](=O)[O-])ccc2O1, CS(C)=O, [O-][n+]1ccccc1Cl, Cl, [H-], [Na+]. Product: CCC1(C(F)(F)F)CN(c2cccc[n+]2[O-])c2cc([N+](=O)[O-])ccc2O1. RXN SMILES: [CH2:3]([CH3:4])[C:5]1([C:18]([F:19])([F:20])[F:21])[O:6][c:7]2[c:8]([cH:11][c:12]([N+:15](=[O:16])[O-:17])[cH:13][cH:14]2)[NH:9][CH2:10]1.[CH3:31][S:32]([CH3:33])=[O:34].[Cl:23][c:24]1[n+:25]([O-:30])[cH:26][cH:27][cH:28][cH:29]1.[ClH:22].[H-:1].[Na+:2]>>[CH2:3]([CH3:4])[C:5]1([C:18]([F:19])([F:20])[F:21])[O:6][c:7]2[c:8]([cH:11][c:12]([N+:15](=[O:16])[O-:17])[cH:13][cH:14]2)[N:9]([c:24]2[n+:25]([O-:30])[cH:26][cH:27][cH:28][cH:29]2)[CH2:10]1. Starting materials: O=C([O-])[O-], CCOCCOCCOCCBr, CC(C)=O, COC(=O)CN(CC(=O)OC)c1cc(O)cc(OCCCCCCCCCCCCOc2ccccc2)c1, CCOCCOCCOCCOc1cc(N(CC(=O)OC)CC(=O)OC)ccc1OCCCCCCCCCCCCOc1ccccc1, [I-], [K+], [K+], [Na+], CN(C)C=O. Yields the product CCOCCOCCOCCOc1cc(OCCCCCCCCCCCCOc2ccccc2)cc(N(CC(=O)OC)CC(=O)OC)c1. RXN SMILES: [C:51](=[O:52])([O-:53])[O-:54].[CH2:39]([CH3:40])[O:41][CH2:42][CH2:43][O:44][CH2:45][CH2:46][O:47][CH2:48][CH2:49][Br:50].[CH3:108][C:109](=[O:110])[CH3:111].[CH3:1][O:2][C:3]([CH2:4][N:5]([CH2:6][C:7](=[O:8])[O:9][CH3:10])[c:11]1[cH:12][c:13]([OH:37])[cH:14][c:15]([O:17][CH2:18][CH2:19][CH2:20][CH2:21][CH2:22][CH2:23][CH2:24][CH2:25][CH2:26][CH2:27][CH2:28][CH2:29][O:30][c:31]2[cH:32][cH:33][cH:34][cH:35][cH:36]2)[cH:16]1)=[O:38].[CH3:59][O:60][C:61](=[O:62])[CH2:63][N:64]([c:65]1[cH:66][cH:67][c:68]([O:69][CH2:70][CH2:71][CH2:72][CH2:73][CH2:74][CH2:75][CH2:76][CH2:77][CH2:78][CH2:79][CH2:80][CH2:81][O:82][c:83]2[cH:84][cH:85][cH:86][cH:87][cH:88]2)[c:89]([O:90][CH2:91][CH2:92][O:93][CH2:94][CH2:95][O:96][CH2:97][CH2:98][O:99][CH2:100][CH3:101])[cH:102]1)[CH2:103][C:104]([O:105][CH3:106])=[O:107].[I-:58].[K+:55].[K+:56].[Na+:57].[O:112]=[CH:113][N:114]([CH3:115])[CH3:116]>>[CH3:1][O:2][C:3]([CH2:4][N:5]([CH2:6][C:7](=[O:8])[O:9][CH3:10])[c:11]1[cH:12][c:13]([O:37][CH2:49][CH2:48][O:47][CH2:46][CH2:45][O:44][CH2:43][CH2:42][O:41][CH2:39][CH3:40])[cH:14][c:15]([O:17][CH2:18][CH2:19][CH2:20][CH2:21][CH2:22][CH2:23][CH2:24][CH2:25][CH2:26][CH2:27][CH2:28][CH2:29][O:30][c:31]2[cH:32][cH:33][cH:34][cH:35][cH:36]2)[cH:16]1)=[O:38]. Reactants: CC(C)(C)OC(=O)NC1CC(n2cnc3c(NCC(c4ccccc4)c4ccccc4)nc(C(=O)NCCN)nc32)C(O)C1O, CC(C)O, ClCCl, O=C(NC1CCN(c2ccccn2)CC1)n1ccnc1. Yields the product CC(C)(C)OC(=O)NC1CC(n2cnc3c(NCC(c4ccccc4)c4ccccc4)nc(C(=O)NCCNC(=O)NC4CCN(c5ccccn5)CC4)nc32)C(O)C1O. As a reaction SMILES: [C:1]([CH3:2])([CH3:3])([CH3:4])[O:5][C:6]([NH:7][CH:8]1[CH:9]([OH:44])[CH:10]([OH:43])[CH:11]([n:13]2[c:14]3[n:15][c:16]([C:37]([NH:38][CH2:39][CH2:40][NH2:41])=[O:42])[n:17][c:18]([NH:22][CH2:23][CH:24]([c:25]4[cH:26][cH:27][cH:28][cH:29][cH:30]4)[c:31]4[cH:32][cH:33][cH:34][cH:35][cH:36]4)[c:19]3[n:20][cH:21]2)[CH2:12]1)=[O:45].[CH:66]([OH:67])([CH3:68])[CH3:69].[Cl:70][CH2:71][Cl:72].[N:46]1([c:60]2[n:61][cH:62][cH:63][cH:64][cH:65]2)[CH2:47][CH2:48][CH:49]([NH:52][C:53](=[O:54])[n:55]2[cH:56][cH:57][n:58][cH:59]2)[CH2:50][CH2:51]1>>[C:1]([CH3:2])([CH3:3])([CH3:4])[O:5][C:6]([NH:7][CH:8]1[CH:9]([OH:44])[CH:10]([OH:43])[CH:11]([n:13]2[c:14]3[n:15][c:16]([C:37]([NH:38][CH2:39][CH2:40][NH:41][C:53]([NH:52][CH:49]4[CH2:48][CH2:47][N:46]([c:60]5[n:61][cH:62][cH:63][cH:64][cH:65]5)[CH2:51][CH2:50]4)=[O:54])=[O:42])[n:17][c:18]([NH:22][CH2:23][CH:24]([c:25]4[cH:26][cH:27][cH:28][cH:29][cH:30]4)[c:31]4[cH:32][cH:33][cH:34][cH:35][cH:36]4)[c:19]3[n:20][cH:21]2)[CH2:12]1)=[O:45]. The reactants are CC(C)(C)OC(=O)N1CCC(c2nc(CCl)cs2)C1, O=C([O-])[O-], CC#N, [Cs+], [Cs+], Oc1ccc(-n2cnnn2)cc1. Product: CC(C)(C)OC(=O)N1CCC(c2nc(COc3ccc(-n4cnnn4)cc3)cs2)C1. As a reaction SMILES: [C:1]([CH3:2])([CH3:3])([CH3:4])[O:5][C:6](=[O:7])[N:8]1[CH2:9][CH:10]([c:13]2[s:14][cH:15][c:16]([CH2:18][Cl:19])[n:17]2)[CH2:11][CH2:12]1.[C:32](=[O:33])([O-:34])[O-:35].[CH3:38][C:39]#[N:40].[Cs+:36].[Cs+:37].[n:20]1(-[c:25]2[cH:26][cH:27][c:28]([OH:31])[cH:29][cH:30]2)[n:21][n:22][n:23][cH:24]1>>[C:1]([CH3:2])([CH3:3])([CH3:4])[O:5][C:6](=[O:7])[N:8]1[CH2:9][CH:10]([c:13]2[s:14][cH:15][c:16]([CH2:18][O:31][c:28]3[cH:27][cH:26][c:25](-[n:20]4[n:21][n:22][n:23][cH:24]4)[cH:30][cH:29]3)[n:17]2)[CH2:11][CH2:12]1. Starting materials: concentrated aqueous solution, [OH-].[NH4+] (ammonium hydroxide), O1CCN(CC1)C(C(=O)OCC)C (ethyl 2-morpholinopropionate). The solvent is CO (methanol). The product is O1CCN(CC1)C(C(=O)N)C (2-morpholinopropionamide). As a reaction SMILES: [OH-].[NH4+:2].[O:3]1[CH2:8][CH2:7][N:6]([CH:9]([CH3:15])[C:10](OCC)=[O:11])[CH2:5][CH2:4]1>CO>[O:3]1[CH2:8][CH2:7][N:6]([CH:9]([CH3:15])[C:10]([NH2:2])=[O:11])[CH2:5][CH2:4]1 |f:0.1|. Procedure details: 3.5 g (40 mmole) of morpholine were added to a mixture of 3.6 g (20 mmole) of ethyl 2-bromopropionate and 50 ml of dry benzene, and then the mixture was heated under reflux for 7 hours. At the end of this time, the reaction mixture was filtered, the filtrate was concentrated by evaporation under reduced pressure, and the residue was dissolved in chloroform. The resulting solution was washed with water, dried, and concentrated by evaporation under reduced pressure, to give 3.19 g of ethyl 2-morph...